This data is from the Open Reaction Database (ORD), a public repository of structured organic reaction records. The task is: describe an organic reaction: reactants, conditions, products, and yield The reactants are B(Br)(Br)Br (boron tribromide), IC1=CC(=C(C=C1)C1=CC=CC=C1)OC (4-iodo 2-methoxy biphenyl). The solvent is O (water). Reaction conditions: time 1 hour. Yields the product IC1=CC(=C(C=C1)C1=CC=CC=C1)O (4-iodo 2-hydroxy biphenyl). Yield: 98.6%. Reaction SMILES: B(Br)(Br)Br.[I:5][C:6]1[CH:11]=[CH:10][C:9]([C:12]2[CH:17]=[CH:16][CH:15]=[CH:14][CH:13]=2)=[C:8]([O:18]C)[CH:7]=1>O>[I:5][C:6]1[CH:11]=[CH:10][C:9]([C:12]2[CH:17]=[CH:16][CH:15]=[CH:14][CH:13]=2)=[C:8]([OH:18])[CH:7]=1. Reported procedure: 1.83 ml of boron tribromide is added dropwise at 0° C. under a nitrogen atmosphere to a solution containing 6 g of 4-iodo 2-methoxy biphenyl. Agitation is carried out for one hour at 0° C. then for 5 hours at 20° C. and the reaction medium is poured into a water and ice mixture. The suspension obtained is agitated for 15 minutes and extraction is carried out with methylene chloride. The organic phases are collected, dried and evaporated under reduced pressure. In this way 5.65 g of 4-iodo 2-hydr... Reported procedure: To a solution of (E)-methyl 2-(4-chlorophenyl)-2-(4-(2-(methylsulfonyl)vinyl)-1H-indol-1-yl)butanoate (1.18 g, 2.73 mmol) in EtOAc (50 mL) was added Pd/C (10% on carbon, 0.2 g). The mixture was stirred under H2 atmosphere for 30 min. Then the reaction mixture was filtered through a celite pad, and the filtrate was concentrated in vacuo. The residue was purified via column chromatography (0-30% EtOAc/hexanes) to provide the title compound. LC/MS m/z=434.1[M+H]+. Run at time 30 minute. Reactants: ClC1=CC=C(C=C1)C(C(=O)OC)(CC)N1C=CC2=C(C=CC=C12)\C=C\S(=O)(=O)C ((E)-methyl 2-(4-chlorophenyl)-2-(4-(2-(methylsulfonyl)vinyl)-1H-indol-1-yl)butanoate). The product is ClC1=CC=C(C=C1)C(C(=O)OC)(CC)N1C=CC2=C(C=CC=C12)CCS(=O)(=O)C (Methyl 2-(4-chlorophenyl)-2-(4-(2-(methylsulfonyl)ethyl)-1H-indol-1-yl)butanoate). Reaction SMILES: [Cl:1][C:2]1[CH:7]=[CH:6][C:5]([C:8]([N:15]2[C:23]3[C:18](=[C:19](/[CH:24]=[CH:25]/[S:26]([CH3:29])(=[O:28])=[O:27])[CH:20]=[CH:21][CH:22]=3)[CH:17]=[CH:16]2)([CH2:13][CH3:14])[C:9]([O:11][CH3:12])=[O:10])=[CH:4][CH:3]=1>CCOC(C)=O.[Pd]>[Cl:1][C:2]1[CH:7]=[CH:6][C:5]([C:8]([N:15]2[C:23]3[C:18](=[C:19]([CH2:24][CH2:25][S:26]([CH3:29])(=[O:28])=[O:27])[CH:20]=[CH:21][CH:22]=3)[CH:17]=[CH:16]2)([CH2:13][CH3:14])[C:9]([O:11][CH3:12])=[O:10])=[CH:4][CH:3]=1. Reagents/catalysts: [Pd] (Pd/C). The solvent is CCOC(=O)C (EtOAc). RXN SMILES: [Cl:1][CH2:2][C:3]1[CH:11]=[CH:10][C:6]([C:7](Cl)=[O:8])=[CH:5][CH:4]=1.[NH2:12][C:13]1[C:14]2[CH:20]=[C:19]([C:21]([O:23][C:24]([CH3:27])([CH3:26])[CH3:25])=[O:22])[S:18][C:15]=2[NH:16][N:17]=1.N1C(C)=CC(C)=C[C:29]=1[CH3:36].[C:37](=O)([OH:39])[O-:38].[Na+]>C(Cl)Cl>[Cl:1][CH2:2][C:3]1[CH:11]=[CH:10][C:6]([C:7]([NH:12][C:13]2[C:14]3[CH:20]=[C:19]([C:21]([O:23][C:24]([CH3:27])([CH3:26])[CH3:25])=[O:22])[S:18][C:15]=3[N:16]([C:37]([O:39][CH2:29][CH3:36])=[O:38])[N:17]=2)=[O:8])=[CH:5][CH:4]=1 |f:3.4|. The product is ClCC1=CC=C(C(=O)NC=2C3=C(N(N2)C(=O)OCC)SC(=C3)C(=O)OC(C)(C)C)C=C1 (5-tert-butyl 1-ethyl 3-[(4-chloromethyl-benzoyl)amino]-1H-thieno[2,3-c]pyrazole-1,5-dicarboxylate). Reaction conditions: temperature 20 celsius. The solvent is C(Cl)Cl (DCM). The reactants are C([O-])(O)=O.[Na+] (sodium bicarbonate), ClCC1=CC=C(C(=O)Cl)C=C1 (4-Chloromethylbenzoyl chloride), NC=1C2=C(NN1)SC(=C2)C(=O)OC(C)(C)C (tert-butyl 3-amino-1H-thieno[2,3-c]pyrazole-5-carboxylate), N1=C(C=C(C=C1C)C)C (2,4,6-collidine). Procedure: 4-Chloromethylbenzoyl chloride (5.42 g 28.7 mmol) was added to a suspension of tert-butyl 3-amino-1H-thieno[2,3-c]pyrazole-5-carboxylate (5.94 g, 19.1 mmol) in dry DCM (150 mL) and 2,4,6-collidine (6.94 g, 57.3 mmol) under stirring at 20° C. The resulting suspension was stirred for 3 hours at room temperature. 300 mL of aqueous sodium bicarbonate were then added to the reaction mixture and the organic layer was separated, washed with brine, dried over sodium sulphate and evaporated. The residue ... RXN SMILES: C[O:2][C:3]([C:5]1[O:16][C:15]2[C:14]3[CH:13]=[CH:12][CH:11]=[CH:10][C:9]=3[N:8]([C:17]3[CH:22]=[CH:21][CH:20]=[CH:19][CH:18]=3)[C:7]=2[C:6]=1[O:23][CH2:24][CH3:25])=[O:4].[OH-].[Na+].C(O)(=O)C.O>CO>[CH2:24]([O:23][C:6]1[C:7]2[N:8]([C:17]3[CH:22]=[CH:21][CH:20]=[CH:19][CH:18]=3)[C:9]3[CH:10]=[CH:11][CH:12]=[CH:13][C:14]=3[C:15]=2[O:16][C:5]=1[C:3]([OH:4])=[O:2])[CH3:25] |f:1.2|. Reported procedure: A suspension of 12.0 g (0.036 mole) of 3-ethoxy-4-phenyl-4H-furo[3,2-b]indole-2-carboxylic acid methyl ester in 100 ml of methanol was treated with 60 ml of 1.0 N aqueous sodium hydroxide. After stirring at reflux for 20 hours, the cooled reaction mixture was added to 1.2 kg ice/water, and the mixture was acidified with acetic acid. The crude product was filtered, stirred in 600 ml water, and refiltered. Recrystallization from ethanol yielded 5.1 g of analytically pure acid containing 0.35 mole ... Isolated yield 15.6%. Starting materials: C(C)(=O)O (acetic acid), COC(=O)C1=C(C=2N(C=3C=CC=CC3C2O1)C1=CC=CC=C1)OCC (3-ethoxy-4-phenyl-4H-furo[3,2-b]indole-2-carboxylic acid methyl ester), [OH-].[Na+] (sodium hydroxide), ice water, O (water). Run in CO (methanol). The product is C(C)OC1=C(OC2=C1N(C=1C=CC=CC21)C2=CC=CC=C2)C(=O)O (3-Ethoxy-4-phenyl-4H-furo[3,2-b]indole-2-carboxylic acid).